From a dataset of the Open Reaction Database (ORD), a public repository of structured organic reaction records. describe an organic reaction: reactants, conditions, products, and yield Reactants: BrC=1C=C2C(=NC1)NC(=N2)C2=CC=C(C=C2)OCCCl (6-bromo-2-[4-(2-chloroethoxy)phenyl]-3H-imidazo[4,5-b]pyridine), N1CCOCC1 (morpholine), C(C)N(C(C)C)C(C)C (N-ethyldiisopropylamine). The solvent is C(Cl)Cl.CO.N (methylene chloride methanol ammonia), CN1CCCC1=O (NMP). Yields the product BrC=1C=C2C(=NC1)NC(=N2)C2=CC=C(C=C2)OCCN2CCOCC2 (6-Bromo-2-[4-(2-morpholin-4-ylethoxy)phenyl]-3H-imidazo[4,5-b]pyridine). As a reaction SMILES: [Br:1][C:2]1[CH:3]=[C:4]2[N:10]=[C:9]([C:11]3[CH:16]=[CH:15][C:14]([O:17][CH2:18][CH2:19]Cl)=[CH:13][CH:12]=3)[NH:8][C:5]2=[N:6][CH:7]=1.[NH:21]1[CH2:26][CH2:25][O:24][CH2:23][CH2:22]1.C(N(C(C)C)C(C)C)C>CN1C(=O)CCC1.C(Cl)Cl.CO.N>[Br:1][C:2]1[CH:3]=[C:4]2[N:10]=[C:9]([C:11]3[CH:16]=[CH:15][C:14]([O:17][CH2:18][CH2:19][N:21]4[CH2:26][CH2:25][O:24][CH2:23][CH2:22]4)=[CH:13][CH:12]=3)[NH:8][C:5]2=[N:6][CH:7]=1 |f:4.5.6|. Procedure: A solution of 6-bromo-2-[4-(2-chloroethoxy)phenyl]-3H-imidazo[4,5-b]pyridine (50 mg, 0.14 mmol), morpholine (0.037 ml, 0.42 mmol) in NMP (5 ml) and N-ethyldiisopropylamine (0.24 ml, 1.4 mmol) was heated at 120° C. for 6 h. Column chromatography on silica using methylene chloride/methanol/ammonia as eluent afforded the title compound. Reactants: CC(C)(C)N (2-Methylpropan-2-amine), C(=O)([O-])[O-].[K+].[K+] (K2CO3), C1(=CC=CC=C1)S(=O)(=O)Cl (Benzenesulfonyl chloride). Run in C1CCOC1 (THF), O (H2O). Reaction conditions: time 8 hour. Yields the product C(C)(C)(C)NS(=O)(=O)C1=CC=CC=C1 (N-tert-butylbenzenesulfonamide). The yield is 70.3%. As a reaction SMILES: [CH3:1][C:2]([NH2:5])([CH3:4])[CH3:3].C([O-])([O-])=O.[K+].[K+].[C:12]1([S:18](Cl)(=[O:20])=[O:19])[CH:17]=[CH:16][CH:15]=[CH:14][CH:13]=1>C1COCC1.O>[C:2]([NH:5][S:18]([C:12]1[CH:17]=[CH:16][CH:15]=[CH:14][CH:13]=1)(=[O:20])=[O:19])([CH3:4])([CH3:3])[CH3:1] |f:1.2.3|. Reported procedure: 2-Methylpropan-2-amine (5.8 g, 80 mmol) and K2CO3 (11 g, 80 mmol) were dissolved in a mixed solvents of THF and H2O (V:V=1:5, 30 ml). Benzenesulfonyl chloride (7.06 g, 40.0 mmol) was added drop wise at 0° C. to the above solution. After being stirred overnight, the resulting mixture was extracted with ethyl acetate (3×100 mL), washed with 1 N HCl (50 mL), sat. NaHCO3 (50 mL), sat. NaCl (50 mL), and dried over Na2SO4. After concentration, the residue was purified by silica gel chromatography elut... The reactants are C(C(=O)Cl)(=O)Cl (oxalyl chloride), CC1=C(N=C(O1)C1=CC=C(C(=O)O)C=C1)CS(=O)(=O)C1=CC(=CC=C1)C (4-(5-Methyl-4-{[(3-methylphenyl)sulfonyl]methyl}-1,3-oxazol-2-yl)benzoic Acid), N1=CC(=CC=C1)CN (3-pyridinylmethylamine). The product is CC1=C(N=C(O1)C1=CC=C(C(=O)NCC=2C=NC=CC2)C=C1)CS(=O)(=O)C1=CC(=CC=C1)C (4-(5-Methyl-4-{[(3-methylphenyl)sulfonyl]methyl}-1,3-oxazol-2-yl)-N-(3-pyridinylmethyl)benzamide). Isolated yield 39.8%. RXN SMILES: C(Cl)(=O)C(Cl)=O.[CH3:7][C:8]1[O:12][C:11]([C:13]2[CH:21]=[CH:20][C:16]([C:17]([OH:19])=O)=[CH:15][CH:14]=2)=[N:10][C:9]=1[CH2:22][S:23]([C:26]1[CH:31]=[CH:30][CH:29]=[C:28]([CH3:32])[CH:27]=1)(=[O:25])=[O:24].[N:33]1[CH:38]=[CH:37][CH:36]=[C:35]([CH2:39][NH2:40])[CH:34]=1>>[CH3:7][C:8]1[O:12][C:11]([C:13]2[CH:14]=[CH:15][C:16]([C:17]([NH:40][CH2:39][C:35]3[CH:34]=[N:33][CH:38]=[CH:37][CH:36]=3)=[O:19])=[CH:20][CH:21]=2)=[N:10][C:9]=1[CH2:22][S:23]([C:26]1[CH:31]=[CH:30][CH:29]=[C:28]([CH3:32])[CH:27]=1)(=[O:24])=[O:25]. Procedure details: Reaction of oxalyl chloride (56 λL, 0.64 mmol) and benzoic acid 32 (158 mg, 0.43 mmol) with subsequent coupling to 3-pyridinylmethylamine (48 λL, 0.47 mmol) gave benzamide 33 (79 mg, 40%) as a white powder: mp (EtOAc) 179-181° C.; 1H NMR δ 9.20 (t, J=5.8 Hz, 1H, CONH), 8.57 (d, J=1.8 Hz, 1H, H-2′), 8.47 (dd, J=4.7, 1.6 Hz, 1H, H-6′), 8.00 (d, J=8.5 Hz, 2H, H-2, H-6), 7.90 (br d, J=8.5 Hz, 2H, H-3, H-5), 7.74 (dt, J=7.9, 1.9 Hz, 1H, H-4′), 7.63 (br s, 1H, H, H-2″) 7.53-7.60 (m, 2H, H-4″, H-6″), 7... Starting materials: BrC=1C=C(C=CC1)C1=NN2C(C=CC=C2Cl)=C1C(C#C)=O (1-[2-(3-bromophenyl)-7-chloropyrazolo[1,5-a]pyridin-3-yl]-2-propyn-1-one), S(=O)(=O)(O)O.C1(CC1)NC(=N)N (N-cyclopropylguanidine sulfate), [O-]CC.[Na+] (sodium ethoxide). The product is BrC=1C=C(C=CC1)C1=NN2C(C=CC=C2Cl)=C1C1=NC(=NC=C1)NC1CC1 (4-[2-(3-bromophenyl)-7-chloropyrazolo[1,5-a]pyridin-3-yl]-N-cyclopropyl-2-pyrimidinamine). Isolated yield 39.0%. RXN SMILES: [Br:1][C:2]1[CH:3]=[C:4]([C:8]2[C:17]([C:18](=O)[C:19]#[CH:20])=[C:11]3[CH:12]=[CH:13][CH:14]=[C:15]([Cl:16])[N:10]3[N:9]=2)[CH:5]=[CH:6][CH:7]=1.S(O)(O)(=O)=O.[CH:27]1([NH:30][C:31]([NH2:33])=[NH:32])[CH2:29][CH2:28]1.[O-]CC.[Na+]>>[Br:1][C:2]1[CH:3]=[C:4]([C:8]2[C:17]([C:18]3[CH:19]=[CH:20][N:33]=[C:31]([NH:30][CH:27]4[CH2:29][CH2:28]4)[N:32]=3)=[C:11]3[CH:12]=[CH:13][CH:14]=[C:15]([Cl:16])[N:10]3[N:9]=2)[CH:5]=[CH:6][CH:7]=1 |f:1.2,3.4|. Procedure: In a similar manner as described in Example 46 from 1-[2-(3-bromophenyl)-7-chloropyrazolo[1,5-a]pyridin-3-yl]-2-propyn-1-one (0.45 g, 1.25 mmol), N-cyclopropylguanidine sulfate and sodium ethoxide (0.61 mL, 21 wt % in ethanol, 1.6 mmol) at room temperature was obtained 4-[2-(3-bromophenyl)-7-chloropyrazolo[1,5-a]pyridin-3-yl]-N-cyclopropyl-2-pyrimidinamine (0.21 g, 39%) as a pale yellow solid. 1H NMR (CDCl3): δ 8.57 (d, 1 H), 8.12 (d, 1 H), 7.86 (t, 1 H), 7.57 (m, 2 H), 7.28 (m, 2 H), 7.06 (d, 1... Starting materials: O (water), 11.5, CN1CCC(CC1)NC1=NC2=C(N1)C=CC=C2 (N-(1-methyl-4-piperidinyl)-1H-benzimidazol-2-amine), [H-].[Na+] (sodium hydride), 12.8, ClCC1=NC=CN=C1 (2-(chloromethyl)pyrazine). The solvent is CN(C=O)C (N,N-dimethylformamide), CN(C=O)C (N,N-dimethylformamide). Conditions: time 1 hour. Yields the product CN1CCC(CC1)NC1=NC2=C(N1CC1=NC=CN=C1)C=CC=C2 (N-(1-methyl-4-piperidinyl)-1-(2-pyrazinylmethyl)-1H-benzimidazol-2-amine). Yield: 9.3%. As a reaction SMILES: [CH3:1][N:2]1[CH2:7][CH2:6][CH:5]([NH:8][C:9]2[NH:13][C:12]3[CH:14]=[CH:15][CH:16]=[CH:17][C:11]=3[N:10]=2)[CH2:4][CH2:3]1.[H-].[Na+].Cl[CH2:21][C:22]1[CH:27]=[N:26][CH:25]=[CH:24][N:23]=1.O>CN(C)C=O>[CH3:1][N:2]1[CH2:7][CH2:6][CH:5]([NH:8][C:9]2[N:10]([CH2:21][C:22]3[CH:27]=[N:26][CH:25]=[CH:24][N:23]=3)[C:11]3[CH:17]=[CH:16][CH:15]=[CH:14][C:12]=3[N:13]=2)[CH2:4][CH2:3]1 |f:1.2|. Procedure details: To a stirred mixture of 11.5 parts of N-(1-methyl-4-piperidinyl)-1H-benzimidazol-2-amine and 144 parts of N,N-dimethylformamide were added 5 parts of a sodium hydride dispersion 50%. After stirring for 1 hour at room temperature, a solution of 12.8 parts of 2-(chloromethyl)pyrazine in N,N-dimethylformamide was added dropwise to the thus obtained mixture. Upon complete addition, stirring was continued for 2 hours at 50° C. The reaction mixture was poured into water and the product was extracted w... Reactants: BrCc1n[nH]c2ncccc12, Cc1nc2cccnc2s1, Cc1nn(C(=O)OC(C)(C)C)c2ncccc12. The product is BrCc1nc2cccnc2s1. As a reaction SMILES: [Br:11][CH2:12][c:13]1[c:14]2[c:15]([n:16][cH:17][cH:18][cH:19]2)[nH:20][n:21]1.[CH3:1][c:2]1[s:3][c:4]2[n:5][cH:6][cH:7][cH:8][c:9]2[n:10]1.[CH3:22][c:23]1[c:24]2[c:25]([n:26][cH:27][cH:28][cH:29]2)[n:30]([C:31]([O:32][C:33]([CH3:34])([CH3:35])[CH3:36])=[O:37])[n:38]1>>[CH2:1]([c:2]1[s:3][c:4]2[n:5][cH:6][cH:7][cH:8][c:9]2[n:10]1)[Br:11]. Reactants: ON=C(N)C1=NON=C1NCCNS(=O)(=O)C (N′-hydroxy-4-({2-[(methylsulfonyl)amino]ethyl}amino)-1,2,5-oxadiazole-3-carboximidamide), FC(C=1C=C(N)C=CC1F)(F)F (3-trifluoromethyl-4-fluoroaniline), FC(C=1C=C(N)C=CC1F)(F)F (3-trifluoromethyl-4-fluoroaniline). Product: FC1=C(C=C(C=C1)NC(=NO)C1=NON=C1NCCNS(=O)(=O)C)C(F)(F)F (N-[4-Fluoro-3-(trifluoromethyl)phenyl]-N′-hydroxy-4-({2-[(methylsulfonyl)amino]ethyl}amino)-1,2,5-oxadiazole-3-carboximidamide). Reaction SMILES: [OH:1][N:2]=[C:3]([C:5]1[C:9]([NH:10][CH2:11][CH2:12][NH:13][S:14]([CH3:17])(=[O:16])=[O:15])=[N:8][O:7][N:6]=1)[NH2:4].[F:18][C:19]([F:29])([F:28])[C:20]1[CH:21]=[C:22]([CH:24]=[CH:25][C:26]=1[F:27])N>>[F:27][C:26]1[CH:25]=[CH:24][C:22]([NH:4][C:3]([C:5]2[C:9]([NH:10][CH2:11][CH2:12][NH:13][S:14]([CH3:17])(=[O:16])=[O:15])=[N:8][O:7][N:6]=2)=[N:2][OH:1])=[CH:21][C:20]=1[C:19]([F:18])([F:28])[F:29]. Reported procedure: The title compound was prepared according to the procedure of Example 17 step E, using N′-hydroxy-4-({2-[(methylsulfonyl)amino]ethyl}amino)-1,2,5-oxadiazole-3-carboximidamide and 3-trifluoromethyl-4-fluoroaniline [Aldrich, product #217778] as the starting materials. LCMS for C13H15F4N6O4S (M+H)+: m/z=427.0. 1H NMR (400 MHz, DMSO-d6): δ 11.60 (s, 1H), 9.07 (s, 1H), 7.30 (t, J=10.1 Hz, 1H), 7.18 (t, J=6.0 Hz, 1H), 7.13 (dd, J=6.0, 2.7 Hz, 1H), 7.03 (m, 1H), 6.27 (t, J=6.3 Hz, 1H), 3.32 (m, 2H), 3.... Reactants: C1CCC2=NCCCN2CC1, COCCOC, CSc1nc(N)nc(Br)c1C#N, O, Oc1ccccc1. Reaction SMILES: [CH2:20]1[CH2:21][CH2:22][C:23]2=[N:28][CH2:27][CH2:26][CH2:25][N:24]2[CH2:29][CH2:30]1.[CH3:32][O:33][CH2:34][CH2:35][O:36][CH3:37].[NH2:1][c:2]1[n:3][c:4]([S:11][CH3:12])[c:5]([C:9]#[N:10])[c:6]([Br:8])[n:7]1.[OH2:31].[OH:13][c:14]1[cH:15][cH:16][cH:17][cH:18][cH:19]1>>[NH2:1][c:2]1[n:3][c:4]([S:11][CH3:12])[c:5]([C:9]#[N:10])[c:6]([O:13][c:14]2[cH:15][cH:16][cH:17][cH:18][cH:19]2)[n:7]1. The product is CSc1nc(N)nc(Oc2ccccc2)c1C#N. Reactants: C(=O)(OCC1=CC=CC=C1)N[C@@H](CC(C)C)C(=O)O (carbobenzoxy-L-leucine), O.ON1N=NC2=C1C=CC=C2 (1-hydroxybenzotriazole hydrate), CC(C)(C)OC(CN)=O (glycine 1,1-dimethylethyl ester), N,N-dicyclohexylcarbodiimide, ice. Run in C(C)#N.O1CCCC1 (acetonitrile tetrahydrofuran), O1CCCC1 (tetrahydrofuran). Reaction conditions: time 8 hour. Product: C(=O)(OCC1=CC=CC=C1)N[C@@H](CC(C)C)C(=O)NCC(=O)OC(C)(C)C (Carbobenzoxy-L-leucylglycine, 1,1-dimethylethyl ester). RXN SMILES: [C:1]([NH:11][C@H:12]([C:17]([OH:19])=O)[CH2:13][CH:14]([CH3:16])[CH3:15])([O:3][CH2:4][C:5]1[CH:10]=[CH:9][CH:8]=[CH:7][CH:6]=1)=[O:2].O.ON1C2C=CC=CC=2N=N1.[CH3:31][C:32]([O:35][C:36](=[O:39])[CH2:37][NH2:38])([CH3:34])[CH3:33]>C(#N)C.O1CCCC1.O1CCCC1>[C:1]([NH:11][C@H:12]([C:17]([NH:38][CH2:37][C:36]([O:35][C:32]([CH3:34])([CH3:33])[CH3:31])=[O:39])=[O:19])[CH2:13][CH:14]([CH3:15])[CH3:16])([O:3][CH2:4][C:5]1[CH:6]=[CH:7][CH:8]=[CH:9][CH:10]=1)=[O:2] |f:1.2,4.5|. Procedure details: To a cold solution of 5.00 g of carbobenzoxy-L-leucine, 2.55 g of 1-hydroxybenzotriazole hydrate and 2.47 g of glycine 1,1-dimethylethyl ester in 100 ml of 1:1 acetonitrile/tetrahydrofuran is added dropwise a solution of 3.89 g of N,N-dicyclohexylcarbodiimide in 40 ml of tetrahydrofuran. The solution is stirred overnight allowing the ice bath to melt. The mixture is filtered and the solvent removed under reduced pressure. The residue is dissolved in ethyl acetate and washed with water, a 0.1M ci... Reactants: CCOC(C)=O, CC(=O)O, [H][H], CC(C)(C)OC(=O)NC1CNc2ccccc2NC1=O, O=C1CCCCC1, O=[Pt]. Product: CC(C)(C)OC(=O)NC1CN(C2CCCCC2)c2ccccc2NC1=O. Reaction SMILES: [CH3:30][CH2:31][O:32][C:33](=[O:34])[CH3:35].[CH3:36][C:37](=[O:38])[OH:39].[H:28][H:29].[O:1]=[C:2]1[CH:3]([NH:13][C:14](=[O:15])[O:16][C:17]([CH3:18])([CH3:19])[CH3:20])[CH2:4][NH:5][c:6]2[c:7]([cH:9][cH:10][cH:11][cH:12]2)[NH:8]1.[O:21]=[C:22]1[CH2:23][CH2:24][CH2:25][CH2:26][CH2:27]1.[Pt:40]=[O:41]>>[O:1]=[C:2]1[CH:3]([NH:13][C:14](=[O:15])[O:16][C:17]([CH3:18])([CH3:19])[CH3:20])[CH2:4][N:5]([CH:22]2[CH2:23][CH2:24][CH2:25][CH2:26][CH2:27]2)[c:6]2[c:7]([cH:9][cH:10][cH:11][cH:12]2)[NH:8]1.